From a dataset of the Open Reaction Database (ORD), a public repository of structured organic reaction records. describe an organic reaction: reactants, conditions, products, and yield Starting materials: N1=C2C(=CC=C1)C(OC2=O)=O (furo[3,4-b]pyridine-5,7-dione), C=1(C(=CC=CC1)N)N (benzene-1,2-diamine). Solvent: CN(C=O)C (N,N-dimethylformamide). Conditions: temperature 100 celsius, time 30 minute. The product is N1C(=NC2=C1C=CC=C2)C2=C(C(=O)O)C=CC=N2 (2-(1H-Benzo[d]imidazol-2-yl)nicotinic acid). Isolated yield 31.2%. RXN SMILES: [N:1]1[CH:6]=[CH:5][CH:4]=[C:3]2[C:7](=[O:11])[O:8][C:9](=O)[C:2]=12.[C:12]1([NH2:19])[C:13]([NH2:18])=[CH:14][CH:15]=[CH:16][CH:17]=1>CN(C)C=O>[NH:18]1[C:13]2[CH:14]=[CH:15][CH:16]=[CH:17][C:12]=2[N:19]=[C:9]1[C:2]1[N:1]=[CH:6][CH:5]=[CH:4][C:3]=1[C:7]([OH:8])=[O:11]. Procedure details: A mixture of furo[3,4-b]pyridine-5,7-dione (2.0 g, 13.41 mmol) and benzene-1,2-diamine (1.45 g, 13.41 mmol) in 20 ml of N,N-dimethylformamide (DMF) was heated to 100° C. for 3 hours. The reaction mixture was evaporated to dryness, the obtained residue taken up in 15 mL of dichloromethane and stirred for 30 minutes at 5° C. Filtration with suction and drying gave 1.0 g of a red solid, which was used further without additional purification.